Dataset: the Open Reaction Database (ORD), a public repository of structured organic reaction records. Task: describe an organic reaction: reactants, conditions, products, and yield Reactants: Cn1cc(Br)cc1C(=O)O, CCN(C(C)C)C(C)C, ClC(Cl)Cl, CC(C)(C)OC(=O)NCC(N)Cc1ccccc1. Yields the product Cn1cc(Br)cc1C(=O)NC(CNC(=O)OC(C)(C)C)Cc1ccccc1. Reaction SMILES: [Br:1][c:2]1[cH:3][c:4]([C:8](=[O:9])[OH:10])[n:5]([CH3:7])[cH:6]1.[CH:29]([N:30]([CH2:31][CH3:32])[CH:33]([CH3:34])[CH3:35])([CH3:36])[CH3:37].[CH:38]([Cl:39])([Cl:40])[Cl:41].[NH2:11][CH:12]([CH2:13][NH:14][C:15]([O:16][C:17]([CH3:18])([CH3:19])[CH3:20])=[O:21])[CH2:22][c:23]1[cH:24][cH:25][cH:26][cH:27][cH:28]1>>[Br:1][c:2]1[cH:3][c:4]([C:8](=[O:10])[NH:11][CH:12]([CH2:13][NH:14][C:15]([O:16][C:17]([CH3:18])([CH3:19])[CH3:20])=[O:21])[CH2:22][c:23]2[cH:24][cH:25][cH:26][cH:27][cH:28]2)[n:5]([CH3:7])[cH:6]1. Starting materials: C(C1=CC=CC=C1)OC=1C=C(C=CC1OC)[C@H]1[C@H](C2=CC(=C(C=C2)OC)OCC2=CC=CC=C2)O1 (rel-(S,S)-3,3'-dibenzyloxy-4,4'-dimethoxystilbene oxide), ClCCl (dichloromethane), COC(CNC)OC (methylaminoacetaldehyde dimethyl acetal). The solvent is CC(CC)O (2-butanol). Product: C(C1=CC=CC=C1)OC=1C=C(C=CC1OC)[C@@H]([C@H](N(C)CC(OC)OC)C1=CC(=C(C=C1)OC)OCC1=CC=CC=C1)O (rel-(1S,2R)-1,2-bis(3'-Benzyloxy-4'-methoxyphenyl)-2-[(2",2"-dimethoxyethyl)-methyl-amino]ethanol). As a reaction SMILES: [CH2:1]([O:8][C:9]1[CH:10]=[C:11]([C@@H:17]2[O:35][C@H:18]2C2C=CC(OC)=C(OCC3C=CC=CC=3)C=2)[CH:12]=[CH:13][C:14]=1[O:15][CH3:16])[C:2]1[CH:7]=[CH:6][CH:5]=[CH:4][CH:3]=1.ClCCl.[CH3:39][O:40][CH:41]([O:45][CH3:46])[CH2:42][NH:43][CH3:44]>CC(O)CC>[CH2:1]([O:8][C:9]1[CH:10]=[C:11]([C@H:17]([OH:35])[C@@H:18]([C:11]2[CH:12]=[CH:13][C:14]([O:15][CH3:16])=[C:9]([O:8][CH2:1][C:2]3[CH:7]=[CH:6][CH:5]=[CH:4][CH:3]=3)[CH:10]=2)[N:43]([CH2:42][CH:41]([O:45][CH3:46])[O:40][CH3:39])[CH3:44])[CH:12]=[CH:13][C:14]=1[O:15][CH3:16])[C:2]1[CH:7]=[CH:6][CH:5]=[CH:4][CH:3]=1. Procedure: Mixture: 51.7 g (0.11 mol) of rel-(S,S)-3,3'-dibenzyloxy-4,4'-dimethoxystilbene oxide, 1800 ml of dichloromethane, 100 ml of 2-butanol, 25 ml (0.19 mol) of methylaminoacetaldehyde dimethyl acetal, 5 g of silica gel Reactants: [K+], Cc1ccc(S(=O)([O-])=S)cc1, BrCCOc1ccccc1, CN(C)C=O. The product is Cc1ccc(S(=O)(=S)OCCOc2ccccc2)cc1. RXN SMILES: [K+:22].[O-:11][S:12](=[S:13])(=[O:14])[c:15]1[cH:16][cH:17][c:18]([CH3:19])[cH:20][cH:21]1.[O:1]([c:2]1[cH:3][cH:4][cH:5][cH:6][cH:7]1)[CH2:8][CH2:9][Br:10].[O:23]=[CH:24][N:25]([CH3:26])[CH3:27]>>[O:1]([c:2]1[cH:3][cH:4][cH:5][cH:6][cH:7]1)[CH2:8][CH2:9][O:14][S:12](=[O:11])(=[S:13])[c:15]1[cH:16][cH:17][c:18]([CH3:19])[cH:20][cH:21]1.